Dataset: the Open Reaction Database (ORD), a public repository of structured organic reaction records. Task: describe an organic reaction: reactants, conditions, products, and yield The reactants are Cl (hydrochloric acid), ClC1=C(C2=C(CC(O2)C(=O)OCC)C=C1)Cl (ethyl 6,7-dichloro-2,3-dihydrobenzofuran-2-carboxylate), S1C(=CC=C1)S(=O)(=O)Cl (2-thienylsulfonyl chloride), Cl (hydrochloric acid), [Cl-].[Al+3].[Cl-].[Cl-] (aluminum chloride). Solvent: ice water. Reaction conditions: temperature 80 celsius. The product is O.ClC1=C(C2=C(CC(O2)C(=O)O)C=C1S(=O)(=O)C=1SC=CC1)Cl.ClC1=C(C2=C(CC(O2)C(=O)O)C=C1S(=O)(=O)C=1SC=CC1)Cl (6,7-Dichloro-2,3-dihydro-5-(2-thienylsulfonyl)benzofuran-2-carboxylic acid Hemihydrate). RXN SMILES: [Cl:1][C:2]1[CH:15]=[CH:14][C:5]2[CH2:6][CH:7]([C:9]([O:11]CC)=[O:10])[O:8][C:4]=2[C:3]=1[Cl:16].[S:17]1[CH:21]=[CH:20][CH:19]=[C:18]1[S:22](Cl)(=[O:24])=[O:23].[Cl-].[Al+3].[Cl-].[Cl-].Cl>>[OH2:8].[Cl:1][C:2]1[C:15]([S:22]([C:18]2[S:17][CH:21]=[CH:20][CH:19]=2)(=[O:24])=[O:23])=[CH:14][C:5]2[CH2:6][CH:7]([C:9]([OH:11])=[O:10])[O:8][C:4]=2[C:3]=1[Cl:16].[Cl:1][C:2]1[C:15]([S:22]([C:18]2[S:17][CH:21]=[CH:20][CH:19]=2)(=[O:24])=[O:23])=[CH:14][C:5]2[CH2:6][CH:7]([C:9]([OH:11])=[O:10])[O:8][C:4]=2[C:3]=1[Cl:16] |f:2.3.4.5,7.8.9|. Reported procedure: To a well stirred mixture of ethyl 6,7-dichloro-2,3-dihydrobenzofuran-2-carboxylate (5.2 g) and 2-thienylsulfonyl chloride (3.6 g) protected from the atmosphere with a calcium chloride tube is added the anhydrous aluminum chloride (2.6 g) over a five minute period. The reaction mixture is stirred at 25° C. for 18 hours and at 90° C. for one hour, then poured into ice water (150 ml) and hydrochloric acid (15 ml). The esterified product is extracted into ether, washed with brine, dried over magnes... Starting materials: CC(C)(C)OC(=O)N1CCC(O)C1, C1CCC2=NCCCN2CC1, CCOC(=O)c1cn(-c2ccc(F)cc2F)c2nc(Cl)c(F)cc2c1=O, [H-], [Na+], CN(C)C=O. Yields the product CCOC(=O)c1cn(-c2ccc(F)cc2F)c2nc(OC3CCN(C(=O)OC(C)(C)C)C3)c(F)cc2c1=O. Reaction SMILES: [C:27]([CH3:28])([CH3:29])([CH3:30])[O:31][C:32](=[O:33])[N:34]1[CH2:35][CH:36]([OH:39])[CH2:37][CH2:38]1.[CH2:40]1[CH2:41][CH2:42][C:43]2=[N:48][CH2:47][CH2:46][CH2:45][N:44]2[CH2:49][CH2:50]1.[F:1][c:2]1[c:3](-[n:9]2[cH:10][c:11]([C:22](=[O:23])[O:24][CH2:25][CH3:26])[c:12](=[O:21])[c:13]3[cH:14][c:15]([F:20])[c:16]([Cl:19])[n:17][c:18]23)[cH:4][cH:5][c:6]([F:8])[cH:7]1.[H-:51].[Na+:52].[O:53]=[CH:54][N:55]([CH3:56])[CH3:57]>>[F:1][c:2]1[c:3](-[n:9]2[cH:10][c:11]([C:22](=[O:23])[O:24][CH2:25][CH3:26])[c:12](=[O:21])[c:13]3[cH:14][c:15]([F:20])[c:16]([O:39][CH:36]4[CH2:35][N:34]([C:32]([O:31][C:27]([CH3:28])([CH3:29])[CH3:30])=[O:33])[CH2:38][CH2:37]4)[n:17][c:18]23)[cH:4][cH:5][c:6]([F:8])[cH:7]1. Starting materials: [BH4-].[Na+] (NaBH4), C(C1=CC=CC=C1)N1CC2C(C=3C=C(C=CC3C2=O)OC)C1 (2-Benzyl-5-methoxy-2,3,3a,8a-tetrahydro-1H-2-aza-cyclopenta[a]inden-8-one). Run in CO (MeOH). Reaction conditions: time 2 hour. The product is C(C1=CC=CC=C1)N1CC2C(C=3C=C(C=CC3C2O)OC)C1 (2-Benzyl-5-methoxy-1,2,3,3a,8,8a-hexahydro-2-aza-cyclopenta[a]inden-8-ol). RXN SMILES: [BH4-].[Na+].[CH2:3]([N:10]1[CH2:24][CH:13]2[C:14]3[CH:15]=[C:16]([O:22][CH3:23])[CH:17]=[CH:18][C:19]=3[C:20](=[O:21])[CH:12]2[CH2:11]1)[C:4]1[CH:9]=[CH:8][CH:7]=[CH:6][CH:5]=1>CO>[CH2:3]([N:10]1[CH2:24][CH:13]2[C:14]3[CH:15]=[C:16]([O:22][CH3:23])[CH:17]=[CH:18][C:19]=3[CH:20]([OH:21])[CH:12]2[CH2:11]1)[C:4]1[CH:5]=[CH:6][CH:7]=[CH:8][CH:9]=1 |f:0.1|. Reported procedure: NaBH4 (0.27 g, 6.8 mmol) was added to a solution of 2-benzyl-5-methoxy-2,3,3a,8a-tetrahydro-1H-2-aza-cyclopenta[a]inden-8-one (from Example 1, Step C) (1.0 g, 3.4 mmol) in MeOH (17 mL), and stirred for 2 hours at room temperature. The reaction solution was concentrated via rotary evaporation and the residue dissolved in EtOAc. The organic solution was washed with a saturated aqueous NaHCO3 solution and brine, dried over MgSO4, and concentrated. The crude product was obtained without further puri... Starting materials: Fc1ccc(-c2cc3cc(Br)ccn3n2)cc1, O=C([O-])[O-], CCOC(C)=O, [Cs+], [Cs+], O=Cc1c(F)ccc(B(O)O)c1F, C1CCOC1, O. The product is O=Cc1c(F)ccc(-c2ccn3nc(-c4ccc(F)cc4)cc3c2)c1F. As a reaction SMILES: [Br:1][c:2]1[cH:3][c:4]2[n:5]([cH:6][cH:7]1)[n:8][c:9](-[c:11]1[cH:12][cH:13][c:14]([F:17])[cH:15][cH:16]1)[cH:10]2.[C:31](=[O:32])([O-:33])[O-:34].[CH3:42][CH2:43][O:44][C:45](=[O:46])[CH3:47].[Cs+:35].[Cs+:36].[F:18][c:19]1[c:20]([B:28]([OH:29])[OH:30])[cH:21][cH:22][c:23]([F:27])[c:24]1[CH:25]=[O:26].[O:37]1[CH2:38][CH2:39][CH2:40][CH2:41]1.[OH2:48]>>[c:2]1(-[c:20]2[c:19]([F:18])[c:24]([CH:25]=[O:26])[c:23]([F:27])[cH:22][cH:21]2)[cH:3][c:4]2[n:5]([cH:6][cH:7]1)[n:8][c:9](-[c:11]1[cH:12][cH:13][c:14]([F:17])[cH:15][cH:16]1)[cH:10]2. Reactants: C(=O)(O)[O-].[Na+] (NaHCO3), product, CN(C=O)C (N,N-dimethyl formamide), FC1=C(CBr)C=CC(=C1)F (2,4-difluorobenzyl bromide), N12CCCCCC2=NCCC1 (1,8-diazabicyclo[5.4.0]undec-7-ene). Conditions: time 4 hour. The product is NC=1C=C(C(=O)OC)C=CC1OC (methyl 3-amino-4-methoxybenzoate). The yield is 93.0%. As a reaction SMILES: N12CCC[N:8]=[C:7]1[CH2:6][CH2:5][CH2:4][CH2:3][CH2:2]2.F[C:13]1C=C(F)C=CC=1CBr.[C:22]([O-:25])(O)=[O:23].[Na+].CN(C)[CH:29]=[O:30]>>[NH2:8][C:7]1[CH:6]=[C:5]([CH:4]=[CH:3][C:2]=1[O:30][CH3:29])[C:22]([O:25][CH3:13])=[O:23] |f:2.3|. Reported procedure: A 100 mL round bottomed flask equipped with stirbar and nitrogen inlet was charged with the product of Step 2 (1.6 g, 5.5 mmol) and N,N-dimethyl formamide (10 mL). 1,8-diazabicyclo[5.4.0]undec-7-ene (0.91 mL, 6 mmol) was added followed by 2,4-difluorobenzyl bromide (0.77 mL, 6 mmol). The reaction mixture was stirred at 60 C for 4 h, was poured into saturated aqueous NaHCO3 and was extracted with ethyl acetate. The organic layer was washed with brine, dried with Na2SO4 and concentrated in vacuo t... Reactants: C=O, COc1cccc(C(C)(C)CN)c1, O. Product: COc1ccc2c(c1)C(C)(C)CNC2. RXN SMILES: [CH2:14]=[O:15].[CH3:1][O:2][c:3]1[cH:4][c:5]([C:9]([CH2:10][NH2:11])([CH3:12])[CH3:13])[cH:6][cH:7][cH:8]1.[OH2:16]>>[CH3:1][O:2][c:3]1[cH:4][c:5]2[c:6]([cH:7][cH:8]1)[CH2:14][NH:11][CH2:10][C:9]2([CH3:12])[CH3:13]. Starting materials: C(C)(C)(C)C1=CC=C(C=C1)S(=O)(=O)NC1=NC=NC(=C1OC1=C(C=CC=C1)OC)Cl (4-tert.-butyl-N-[6-chloro-5-(o-methoxy-phenoxy)-4-pyrimidinyl]-benzene sulfonamide), NCCO (2-amino-ethanol). The product is C(C)(C)(C)C1=CC=C(C=C1)S(=O)(=O)NC1=NC=NC(=C1OC1=C(C=CC=C1)OC)OCCN (4-tert.-butyl-N-[6-(2-aminoethoxy)-5-(o-methoxy-phenoxy)-4-pyrimidinyl]-benzene sulfonamide). Reaction SMILES: [C:1]([C:5]1[CH:10]=[CH:9][C:8]([S:11]([NH:14][C:15]2[C:20]([O:21][C:22]3[CH:27]=[CH:26][CH:25]=[CH:24][C:23]=3[O:28][CH3:29])=[C:19](Cl)[N:18]=[CH:17][N:16]=2)(=[O:13])=[O:12])=[CH:7][CH:6]=1)([CH3:4])([CH3:3])[CH3:2].[NH2:31][CH2:32][CH2:33][OH:34]>>[C:1]([C:5]1[CH:10]=[CH:9][C:8]([S:11]([NH:14][C:15]2[C:20]([O:21][C:22]3[CH:27]=[CH:26][CH:25]=[CH:24][C:23]=3[O:28][CH3:29])=[C:19]([O:34][CH2:33][CH2:32][NH2:31])[N:18]=[CH:17][N:16]=2)(=[O:13])=[O:12])=[CH:7][CH:6]=1)([CH3:4])([CH3:3])[CH3:2]. Procedure details: According to Example 4b) 1.13 g 4-tert.-butyl-N-[6-chloro-5-(o-methoxy-phenoxy)-4-pyrimidinyl]-benzene sulfonamide was reacted with 2-amino-ethanol to give 1.08 g 4-tert.-butyl-N-[6-(2-aminoethoxy)-5-(o-methoxy-phenoxy)-4-pyrimidinyl]-benzene sulfonamide. LC-MS: tR=3.81 min, [M−1]−=471.41